This data is from the Open Reaction Database (ORD), a public repository of structured organic reaction records. The task is: describe an organic reaction: reactants, conditions, products, and yield The reactants are CCO, COC(=O)c1cc(Br)c2occc2c1, [Na+], [OH-]. Product: O=C(O)c1cc(Br)c2occc2c1. As a reaction SMILES: [CH3:17][CH2:18][OH:19].[CH3:1][O:2][C:3](=[O:4])[c:5]1[cH:6][c:7]([Br:14])[c:8]2[c:9]([cH:10][cH:11][o:12]2)[cH:13]1.[Na+:16].[OH-:15]>>[O:2]=[C:3]([OH:4])[c:5]1[cH:6][c:7]([Br:14])[c:8]2[c:9]([cH:10][cH:11][o:12]2)[cH:13]1. Reactants: ClC=1N=C(C2=C(N1)NC(S2)=O)Cl (5,7-Dichlorothiazolo[4,5-d]pyrimidin-2(3H)-one), C(C)(=O)OC1[C@H](OC(C)=O)[C@H](OC(C)=O)[C@H](O1)COC(C)=O (1,2,3,5-tetra-O-acetyl-D-ribofuranose), [N+](=O)([O-])C1=CC=C(C=C1)OP(=O)(OC1=CC=C(C=C1)[N+](=O)[O-])[O-] (bis(p-nitrophenyl)phosphate), sugar. The solvent is CCOC(=O)C (EtOAc). Conditions: temperature 170 celsius. Yields the product ClC=1N=C(C2=C(N1)N(C(S2)=O)[C@H]2[C@H](OC(C)=O)[C@H](OC(C)=O)[C@H](O2)COC(C)=O)Cl (5,7-Dichloro-3-(2,3,5-tri-O-acetyl-β-D-ribofuranosyl)thiazolo[4,5-d]pyrimidin-2-one). RXN SMILES: [Cl:1][C:2]1[N:3]=[C:4]([Cl:12])[C:5]2[S:10][C:9](=[O:11])[NH:8][C:6]=2[N:7]=1.C(O[CH:17]1[O:29][C@H:28]([CH2:30][O:31][C:32](=[O:34])[CH3:33])[C@@H:23]([O:24][C:25](=[O:27])[CH3:26])[C@H:18]1[O:19][C:20](=[O:22])[CH3:21])(=O)C.[N+](C1C=CC(OP([O-])(OC2C=CC([N+]([O-])=O)=CC=2)=O)=CC=1)([O-])=O>CCOC(C)=O>[Cl:1][C:2]1[N:3]=[C:4]([Cl:12])[C:5]2[S:10][C:9](=[O:11])[N:8]([C@@H:17]3[O:29][C@H:28]([CH2:30][O:31][C:32](=[O:34])[CH3:33])[C@@H:23]([O:24][C:25](=[O:27])[CH3:26])[C@H:18]3[O:19][C:20](=[O:22])[CH3:21])[C:6]=2[N:7]=1. Procedure details: A finely powdered mixture of 24 (3.7 g, 16 mmol), 1,2,3,5-tetra-O-acetyl-D-ribofuranose (5.3 g, 16 mmol) and bis(p-nitrophenyl)phosphate (20 mg) was heated at 170° C. for 10 min under reduced pressure. After cooling to room temperature the brown solid mass was dissolved in EtOAc (500 mL) and washed with saturated aqueous sodium bicarbonate (3×300 mL). The dried (Na2SO4) organic layer was evaporated to yield a syrup which was purified by silica gel column chromatography (4×40 cm) using toluene-Et... Reactants: [OH-].[Na+] (NaOH), C(C)OCC (diethyl ether), Cl (HCl), C(C)(C)(C)OC(NCC1=C(C=CC=C1)SC1=CNC2=CC=C(C=C12)F)=O ([2-(5-fluoro-1H-indol-3-ylsulfanyl)-benzyl]-carbamic acid tert-butyl ester). Solvent: CO (methanol). Run at time 16 hour. Product: FC=1C=C2C(=CNC2=CC1)SC1=C(CN)C=CC=C1 (2-(5-fluoro-1H-indol-3-ylsulfanyl)-benzylamine). Isolated yield 97.9%. RXN SMILES: C(OCC)C.Cl.C(OC(=O)[NH:13][CH2:14][C:15]1[CH:20]=[CH:19][CH:18]=[CH:17][C:16]=1[S:21][C:22]1[C:30]2[C:25](=[CH:26][CH:27]=[C:28]([F:31])[CH:29]=2)[NH:24][CH:23]=1)(C)(C)C.[OH-].[Na+]>CO>[F:31][C:28]1[CH:29]=[C:30]2[C:25](=[CH:26][CH:27]=1)[NH:24][CH:23]=[C:22]2[S:21][C:16]1[CH:17]=[CH:18][CH:19]=[CH:20][C:15]=1[CH2:14][NH2:13] |f:3.4|. Procedure details: 4.50 g NaBH4 (119 mmol) was added in portions to 7.50 g allyl bromide (62.0 mmol) and 8.35 g 2,2′-dithiodibenzamide (27.4 mmol, prepared from 2,2′-dithiodibenzoic acid via 2,2′-dithiodibenzoic acid chloride) in 80 mL methanol at 0° C. The reaction mixture was stirred 1 hour at room temperature. 50 mL 1N HCl was added and stirring was continued 1 hour. Methanol was removed in vacuo. The residue was extracted with ethyl acetate. The organic phase was washed with brine, dried with MgSO4 and concent...